This data is from the Open Reaction Database (ORD), a public repository of structured organic reaction records. The task is: describe an organic reaction: reactants, conditions, products, and yield Starting materials: CN(C(OC(C)(C)C)=O)[C@H](C(=O)N[C@@H]1C(NC2=C(N([C@H]1C)C(=O)C1CCOCC1)C=CC=C2)=O)C (tert-butyl methyl((S)-1-((2S,3S)-2-methyl-4-oxo-1-(tetrahydro-2H-pyran-4-carbonyl)-2,3,4,5-tetrahydro-1H-benzo[b][1,4]diazepin-3-ylamino)-1-oxopropan-2-yl)carbamate), [I-].[Na+] (sodium iodide), ClCC1=C(C=CC2=CC=CC=C12)OC (1-(chloromethyl)-2-methoxynaphthalene), C([O-])([O-])=O.[Cs+].[Cs+] (cesium carbonate). Solvent: CN(C=O)C (N,N-dimethylformamide), C(C)(=O)OCC (ethyl acetate). Conditions: time 16 hour. Product: COC1=C(C2=CC=CC=C2C=C1)CN1C2=C(N([C@H]([C@@H](C1=O)NC([C@H](C)N(C(OC(C)(C)C)=O)C)=O)C)C(=O)C1CCOCC1)C=CC=C2 (tert-butyl(S)-1-((3S,4S)-1-((2-methoxynaphthalen-1-yl)methyl)-4-methyl-2-oxo-5-(tetrahydro-2H-pyran-4-carbonyl)-2,3,4,5-tetrahydro-1H-benzo[b][1,4]diazepin-3-ylamino)-1-oxopropan-2-yl(methyl)carbamate). The yield is 52.2%. RXN SMILES: [CH3:1][N:2]([C@@H:10]([CH3:35])[C:11]([NH:13][C@H:14]1[C@H:20]([CH3:21])[N:19]([C:22]([CH:24]2[CH2:29][CH2:28][O:27][CH2:26][CH2:25]2)=[O:23])[C:18]2[CH:30]=[CH:31][CH:32]=[CH:33][C:17]=2[NH:16][C:15]1=[O:34])=[O:12])[C:3](=[O:9])[O:4][C:5]([CH3:8])([CH3:7])[CH3:6].Cl[CH2:37][C:38]1[C:47]2[C:42](=[CH:43][CH:44]=[CH:45][CH:46]=2)[CH:41]=[CH:40][C:39]=1[O:48][CH3:49].C(=O)([O-])[O-].[Cs+].[Cs+].[I-].[Na+]>CN(C)C=O.C(OCC)(=O)C>[CH3:49][O:48][C:39]1[CH:40]=[CH:41][C:42]2[C:47](=[CH:46][CH:45]=[CH:44][CH:43]=2)[C:38]=1[CH2:37][N:16]1[C:15](=[O:34])[C@@H:14]([NH:13][C:11](=[O:12])[C@@H:10]([N:2]([CH3:1])[C:3](=[O:9])[O:4][C:5]([CH3:6])([CH3:7])[CH3:8])[CH3:35])[C@H:20]([CH3:21])[N:19]([C:22]([CH:24]2[CH2:29][CH2:28][O:27][CH2:26][CH2:25]2)=[O:23])[C:18]2[CH:30]=[CH:31][CH:32]=[CH:33][C:17]1=2 |f:2.3.4,5.6|. Reported procedure: To a room temperature solution of tert-butyl methyl((S)-1-((2S,3S)-2-methyl-4-oxo-1-(tetrahydro-2H-pyran-4-carbonyl)-2,3,4,5-tetrahydro-1H-benzo[b][1,4]diazepin-3-ylamino)-1-oxopropan-2-yl)carbamate (prepared as in Example RK-1, Step 3, 75 mg, 154 μmol) in N,N-dimethylformamide (500 μl) was added 1-(chloromethyl)-2-methoxynaphthalene (38 mg, 184 μmol), cesium carbonate (65 mg, 200 μmol), and sodium iodide (30 mg, 200 μmol). The reaction was stirred at room temperature for 16 h. After this time, ...